This data is from the Open Reaction Database (ORD), a public repository of structured organic reaction records. The task is: describe an organic reaction: reactants, conditions, products, and yield The reactants are Cc1ccn(-c2ccc(C(=O)Cl)cc2)n1, CCN(C(C)C)C(C)C, ClCCl, c1ccc2c(c1)Cn1cccc1CN2. The product is Cc1ccn(-c2ccc(C(=O)N3Cc4cccn4Cc4ccccc43)cc2)n1. RXN SMILES: [CH3:1][c:2]1[n:3][n:4](-[c:7]2[cH:8][cH:9][c:10]([C:11](=[O:12])[Cl:13])[cH:14][cH:15]2)[cH:5][cH:6]1.[CH:30]([N:31]([CH:32]([CH3:33])[CH3:34])[CH2:35][CH3:36])([CH3:37])[CH3:38].[Cl:39][CH2:40][Cl:41].[cH:16]1[cH:17][cH:18][n:19]2[c:20]1[CH2:21][NH:22][c:23]1[c:24]([cH:26][cH:27][cH:28][cH:29]1)[CH2:25]2>>[CH3:1][c:2]1[n:3][n:4](-[c:7]2[cH:8][cH:9][c:10]([C:11](=[O:12])[N:22]3[CH2:21][c:20]4[cH:16][cH:17][cH:18][n:19]4[CH2:25][c:24]4[c:23]3[cH:29][cH:28][cH:27][cH:26]4)[cH:14][cH:15]2)[cH:5][cH:6]1.